Dataset: the Open Reaction Database (ORD), a public repository of structured organic reaction records. Task: describe an organic reaction: reactants, conditions, products, and yield The reactants are [H-].[Na+] (Sodium hydride), O(C1=CC=CC=C1)C1=CC=C(C=C1)C1=CNC=2N=CN=C(C21)N (5-(4-phenoxyphenyl)-7H-pyrrolo[2,3-d]pyrimidin-4-ylamine), S(=O)(=O)(C)OC1CC2CCC(C1)N2C (3-Mesyloxy-8-methyl-8-azabicyclo[3.2.1 ]octane). Solvent: CN(C=O)C (dimethylformamide), CN(C=O)C (dimethylformamide). Run at temperature 75 celsius, time 7 day. Product: NC=1C2=C(N=CN1)N(C=C2C2=CC=C(C=C2)OC2=CC=CC=C2)C2CC1CCC(C2)N1C (3-[4-amino-5-(4-phenoxyphenyl)-7H-pyrrolo[2,3-d]pyrimidin-7-yl]-8-methyl-8-azabicyclo[3.2.1]octane). RXN SMILES: [H-].[Na+].[O:3]([C:10]1[CH:15]=[CH:14][C:13]([C:16]2[C:24]3[C:23]([NH2:25])=[N:22][CH:21]=[N:20][C:19]=3[NH:18][CH:17]=2)=[CH:12][CH:11]=1)[C:4]1[CH:9]=[CH:8][CH:7]=[CH:6][CH:5]=1.S(O[CH:31]1[CH2:37][CH:36]2[N:38]([CH3:39])[CH:33]([CH2:34][CH2:35]2)[CH2:32]1)(C)(=O)=O>CN(C)C=O>[NH2:25][C:23]1[C:24]2[C:16]([C:13]3[CH:12]=[CH:11][C:10]([O:3][C:4]4[CH:9]=[CH:8][CH:7]=[CH:6][CH:5]=4)=[CH:15][CH:14]=3)=[CH:17][N:18]([CH:31]3[CH2:32][CH:33]4[N:38]([CH3:39])[CH:36]([CH2:35][CH2:34]4)[CH2:37]3)[C:19]=2[N:20]=[CH:21][N:22]=1 |f:0.1|. Procedure details: Sodium hydride (168 mg, of a 60% dispersion in mineral oil) was added to a mixture of 5-(4-phenoxyphenyl)-7H-pyrrolo[2,3-d]pyrimidin-4-ylamine (770 mg, in dimethylformamide (30 ml). 3-Mesyloxy-8-methyl-8-azabicyclo[3.2.1 ]octane (900 mg, prepared as described in J.A.C.S. 1958, 80, 4679) in dimethylformamide (10 ml) was added under nitrogen with stirring. The mixture was warmed at 75° C. for 5 hours (and left standing at ambient temperature for 7 days). The solvent was removed under reduced press... The reactants are C(C)(C)(C)O (tert-butanol), CC1=CC=C(C=C1)N=C(N)N1CCOCC1 (N'-(4-methylphenyl)-4-morpholinecarboximidamide), [I-].C[N+]1=C(SCC1)SC (3-methyl-2-methylthio-2-thiazolinium iodide). Product: I.CC1N(CCOC1=C1SCCN1)C(N)=N (3-methyl-2-thiazolidinylidene-4-morpholinecarboximidamide monohydroiodide), ( 175 ). Reaction SMILES: CC1C=CC([N:8]=[C:9]([N:11]2[CH2:16][CH2:15][O:14][CH2:13][CH2:12]2)[NH2:10])=CC=1.[I-:17].C[N+:19]1[CH2:23][CH2:22][S:21][C:20]=1SC.[C:26](O)(C)(C)C>>[IH:17].[CH3:26][CH:16]1[C:15](=[C:20]2[NH:19][CH2:23][CH2:22][S:21]2)[O:14][CH2:13][CH2:12][N:11]1[C:9](=[NH:8])[NH2:10] |f:1.2,4.5|. Reported procedure: A solution of 2.19 g (0.01 mole) of N'-(4-methylphenyl)-4-morpholinecarboximidamide and 2.85 g (0.0104 moles) of 3-methyl-2-methylthio-2-thiazolinium iodide (prepared by the method of J. W. Batty and B. C. L. Weedon, J. Chem. Soc., 786 (1949) was heated under reflux in 25 ml of tert-butanol for 1.5 hours. Upon cooling, a white crystalline solid separated, and was recrystallized twice from ethanol-ether to afford 3.00 g (67%) of N'-(4-methylphenyl)-N-(3-methyl-2-thiazolidinylidene-4-morpholinecar... The reactants are ClCCl, Cc1cc(C(=O)O)c2cc(F)ccc2n1. The product is Cc1cc(C(=O)Cl)c2cc(F)ccc2n1. Reaction SMILES: [Cl:16][CH2:17][Cl:18].[F:1][c:2]1[cH:3][c:4]2[c:5]([C:13](=[O:14])[OH:15])[cH:6][c:7]([CH3:12])[n:8][c:9]2[cH:10][cH:11]1>>[F:1][c:2]1[cH:3][c:4]2[c:5]([C:13](=[O:15])[Cl:16])[cH:6][c:7]([CH3:12])[n:8][c:9]2[cH:10][cH:11]1. The reactants are C(=O)N1C(C(C(CC1)=C)(C)C)CC1=C(C=CC=C1)OC (N-formyl-2-(2'-methoxyphenyl) methyl-3,3-dimethyl-4-methylene-piperidine), [Cl-].[Cl-].[Cl-].[Al+3] (aluminium trichloride), ice. The solvent is ClCCl (dichloromethane), ClCCl (dichloromethane). Yields the product C(=O)N1CC[C@@]2(C(C3=C(C[C@@H]12)C(=CC=C3)OC)(C)C)C (trans-1-Formyl-8-methoxy-3a ,4,4-trimethyl-2,3,3a ,4,9,9a-hexahydro-1H-benz[f]indole). Isolated yield 59.9%. Reaction SMILES: [Cl-].[Cl-].[Cl-].[Al+3].[CH:5]([N:7]1[CH2:12][CH2:11][C:10](=[CH2:13])[C:9]([CH3:15])([CH3:14])[CH:8]1[CH2:16][C:17]1[CH:22]=[CH:21][CH:20]=[CH:19][C:18]=1[O:23][CH3:24])=[O:6]>ClCCl>[CH:5]([N:7]1[C@H:8]2[C@@:9]([CH3:14])([C:10]([CH3:11])([CH3:13])[C:22]3[CH:21]=[CH:20][CH:19]=[C:18]([O:23][CH3:24])[C:17]=3[CH2:16]2)[CH2:15][CH2:12]1)=[O:6] |f:0.1.2.3|. Reported procedure: To a suspension of 88.0 g (0.66 mol) of aluminium trichloride in 420 mL of absolute dichloromethane is added dropwise, at 0-5° C., a solution of 60.1 g (0.22 mol) of N-formyl-2-(2'-methoxyphenyl) methyl-3,3-dimethyl-4-methylene-piperidine (4) in 200 mL of dichloromethane within 2 h. The mixture is left to react for a further 3 h at 5° C. and then poured onto 800 mL of ice. The organic phase is separated off and the aqueous phase is extracted twice more with 250 mL of dichloromethane. The combine... The reactants are C(C)NC(C1=C(C=CC=C1[Si](C)(C)C)I)=O (N-Ethyl-2-iodo-6-(trimethylsilyl)benzamide), C(C#C)N (propargylamine). The product is IC1=C(C(=O)NCC#C)C(=CC=C1)[Si](C)(C)C (2-Iodo-N-2-propynyl-6-(trimethylsilyl)benzamide). The yield is 85.0%. RXN SMILES: [CH2:1]([NH:3][C:4](=[O:16])[C:5]1[C:10]([Si:11]([CH3:14])([CH3:13])[CH3:12])=[CH:9][CH:8]=[CH:7][C:6]=1[I:15])[CH3:2].[CH2:17](N)C#C>>[I:15][C:6]1[CH:7]=[CH:8][CH:9]=[C:10]([Si:11]([CH3:14])([CH3:13])[CH3:12])[C:5]=1[C:4]([NH:3][CH2:1][C:2]#[CH:17])=[O:16]. Reported procedure: The acid chloride prepared in Example 207 was reacted with propargylamine (3 eq) using General Method E1 to afford the title compound. Purification by recrystallization from hexanes gave 0.48 g of the title compound as an off-white solid in 85% yield. m.p. 109°-111° C. Starting materials: C(C1=CC=CC=C1)OC1=C(C=C(C=C1)N(S(=O)(=O)C)C1=CC2=C(C(=C(O2)C2=CC=C(C=C2)Cl)C(=O)NC)C=C1C1CC1)F (6-(N-(4-(benzyloxy)-3-fluorophenyl)methylsulfonamido)-2-(4-chlorophenyl)-5-cyclopropyl-N-methylbenzofuran-3-carboxamide). Reagents/catalysts: [Pd] (Pd/C). Run in C(C)(=O)OCC (ethyl acetate), C(C)O (ethanol). Reaction conditions: time 2 hour. Yields the product ClC1=CC=C(C=C1)C=1OC2=C(C1C(=O)NC)C=C(C(=C2)N(S(=O)(=O)C)C2=CC(=C(C=C2)O)F)C2CC2 (2-(4-chlorophenyl)-5-cyclopropyl-6-(N-(3-fluoro-4-hydroxyphenyl)methylsulfonamido)-N-methylbenzofuran-3-carboxamide). As a reaction SMILES: C([O:8][C:9]1[CH:14]=[CH:13][C:12]([N:15]([C:20]2[C:39]([CH:40]3[CH2:42][CH2:41]3)=[CH:38][C:23]3[C:24]([C:34]([NH:36][CH3:37])=[O:35])=[C:25]([C:27]4[CH:32]=[CH:31][C:30]([Cl:33])=[CH:29][CH:28]=4)[O:26][C:22]=3[CH:21]=2)[S:16]([CH3:19])(=[O:18])=[O:17])=[CH:11][C:10]=1[F:43])C1C=CC=CC=1>C(OCC)(=O)C.C(O)C.[Pd]>[Cl:33][C:30]1[CH:31]=[CH:32][C:27]([C:25]2[O:26][C:22]3[CH:21]=[C:20]([N:15]([C:12]4[CH:13]=[CH:14][C:9]([OH:8])=[C:10]([F:43])[CH:11]=4)[S:16]([CH3:19])(=[O:18])=[O:17])[C:39]([CH:40]4[CH2:41][CH2:42]4)=[CH:38][C:23]=3[C:24]=2[C:34]([NH:36][CH3:37])=[O:35])=[CH:28][CH:29]=1. Procedure details: 6-(N-(4-(benzyloxy)-3-fluorophenyl)methylsulfonamido)-2-(4-chlorophenyl)-5-cyclopropyl-N-methylbenzofuran-3-carboxamide (350 mg, 0.565 mmol) was dissolved in ethyl acetate (8.0 mL) and ethanol (8.0 mL). 10% of Pd/C (30.1 mg, 0.283 mmol) was added followed by the addition of H2 (1 atmosphere, balloon). The mixture was stirred for 2 h at RT and filtrated through Celite. The filtrate was concentrated to dryness and rinsed twice with hexane to give the desired product as a white solid which was used...